From a dataset of the Open Reaction Database (ORD), a public repository of structured organic reaction records. describe an organic reaction: reactants, conditions, products, and yield Reactants: C(C)(C)OC(C)C (diisopropyl ether), CC1(OCC(CO1)COC1=C(C(=[N+](C=C1C)[O-])C)C)C (4-(2,2-dimethyl-1,3-dioxan-5-yl)methoxy-2,3,5-trimethylpyridine N-oxide), C(C)(=O)[O-].[Na+] (sodium acetate), C(C)(C)OC(C)C (diisopropylether), C(C)(=O)OC(C)=O (acetic anhydride). Run in O (water). Conditions: temperature 80 celsius, time 0.5 hour. Product: O.CC1(OCC(CO1)COC1=C(C(=NC=C1C)CO)C)C ((4-(2,2-dimethyl-1,3-dioxan-5-yl)methoxy-3,5-dimethylpyridin-2-yl)methanol monohydrate). Yield: 108.1%. Reaction SMILES: [CH3:1][C:2]1([CH3:20])[O:7][CH2:6][CH:5]([CH2:8][O:9][C:10]2[C:15]([CH3:16])=[CH:14][N+:13]([O-])=[C:12]([CH3:18])[C:11]=2[CH3:19])[CH2:4][O:3]1.C([O-])(=[O:23])C.[Na+].C(OC(=O)C)(=O)C.C(OC(C)C)(C)C>O>[OH2:3].[CH3:1][C:2]1([CH3:20])[O:7][CH2:6][CH:5]([CH2:8][O:9][C:10]2[C:15]([CH3:16])=[CH:14][N:13]=[C:12]([CH2:18][OH:23])[C:11]=2[CH3:19])[CH2:4][O:3]1 |f:1.2,6.7|. Procedure: To a mixture of 4-(2,2-dimethyl-1,3-dioxan-5-yl)methoxy-2,3,5-trimethylpyridine N-oxide (1.20 kg) and sodium acetate (0.18 kg) heated at 50° C. to 60° C., acetic anhydride (1.10 kg) was added dropwise over 1.5 hours. After 0.5 hours, the mixture was heated at 80° C. for 4.5 hours and cooled to an inner temperature below 30° C. or less, allowed to stand, and concentrated under reduced pressure. The obtained residue was dissolved in methanol (1.0 L) and the solution was added to a mixture of a 48%... Starting materials: CI (methyl iodide), [Mg] (magnesium), [Cl-].[NH4+] (ammonium chloride), C(C)(=O)C=1C(=NC(=NC1)C(F)F)Cl (5-acetyl-4-chlorodifluoromethylpyrimidine). Run in C(C)OCC (ethyl ether), C(C)OCC (ethyl ether). Yields the product ClC1=NC(=NC=C1C(C)(C)O)C(F)F (4-Chlorodifluoromethyl-5-(1-hydroxy-1-methylethyl)pyrimidine). Yield: 6.1%. RXN SMILES: [Mg].[CH3:2]I.[C:4]([C:7]1[C:8]([Cl:16])=[N:9][C:10]([CH:13]([F:15])[F:14])=[N:11][CH:12]=1)(=[O:6])[CH3:5].[Cl-].[NH4+]>C(OCC)C>[Cl:16][C:8]1[C:7]([C:4]([OH:6])([CH3:2])[CH3:5])=[CH:12][N:11]=[C:10]([CH:13]([F:15])[F:14])[N:9]=1 |f:3.4|. Reported procedure: To a mixture of 470 mg of magnesium and 5 ml of dry ethyl ether, a solution of 2.76 g of methyl iodide dissolved in 15 ml of dry ethyl ether was added dropwise while the reaction mixture was kept under control so as to be refluxed moderately. After the dropwise addition, it was further refluxed for 45 minutes. The reaction mixture was allowed to cool to room temperature, then, 2 g of 5-acetyl-4-chlorodifluoromethylpyrimidine was quickly added dropwise thereto, and the reaction mixture was reflux... Reactants: [H-].[Na+] (sodium hydride), FC1=C(C=CC(=C1)C(F)(F)F)NC(C(=O)O)C(C)C (2-(2-fluoro-4-trifluoromethylphenylamino)-3-methylbutanoic acid), [Na] (sodium), [H][H] (hydrogen), C(=O)(Cl)Cl (phosgene), [H][H] (hydrogen), [H][H] (hydrogen). Solvent: O1CCOCC1 (dioxane). Product: FC1=C(C=CC(=C1)C(F)(F)F)N1C(OC(C1C(C)C)=O)=O (3-(2-fluoro-4-trifluoromethylphenyl)-4-isopropyloxazolidine-2,5-dione). Reaction SMILES: [H-].[Na+].[F:3][C:4]1[CH:9]=[C:8]([C:10]([F:13])([F:12])[F:11])[CH:7]=[CH:6][C:5]=1[NH:14][CH:15]([CH:19]([CH3:21])[CH3:20])[C:16]([OH:18])=[O:17].[H][H].[C:24](Cl)(Cl)=[O:25].[Na]>O1CCOCC1>[F:3][C:4]1[CH:9]=[C:8]([C:10]([F:13])([F:12])[F:11])[CH:7]=[CH:6][C:5]=1[N:14]1[CH:15]([CH:19]([CH3:21])[CH3:20])[C:16](=[O:18])[O:17][C:24]1=[O:25] |f:0.1,^1:27|. Procedure: To a slurry of 0.50 g of sodium hydride in 25 ml of dioxane under argon is added 2.80 g of 2-(2-fluoro-4-trifluoromethylphenylamino)-3-methylbutanoic acid in small portions. When hydrogen evolution is ceased, the mixture is cooled in an ice bath and phosgene is passed over the surface of the stirring mixture. An obvious reaction ensues, with dissolution of the sodium salt and evolution of more hydrogen. When the hydrogen evolution appears to have ceased, the ice bath is removed and the addition ... Reactants: C(C)OC(C(C(=O)C1=C(CCCCC1)Cl)=[N+]=[N-])=O (3-(2-chlorocyclohept-1-enyl)-2-diazo-3-oxopropionic acid ethyl ester), C(CCC)P(CCCC)CCCC (tri-n-butylphosphine). The solvent is O1CCOCC1 (1,4-dioxan), O1CCOCC1 (1,4-dioxan). Conditions: time 30 minute. The product is C(C)OC(=O)C=1C(C2=C(NN1)CCCCC2)=O (4-Oxo-4,5,6,7,8,9-hexahydro-1H-cyclohepta[c]pyridazine-3-carboxylic acid ethyl ester). Yield: 41.2%. Reaction SMILES: [CH2:1]([O:3][C:4](=[O:18])[C:5](=[N+:16]=[N-:17])[C:6]([C:8]1[CH2:14][CH2:13][CH2:12][CH2:11][CH2:10][C:9]=1Cl)=[O:7])[CH3:2].C(P(CCCC)CCCC)CCC>O1CCOCC1>[CH2:1]([O:3][C:4]([C:5]1[C:6](=[O:7])[C:8]2[CH2:14][CH2:13][CH2:12][CH2:11][CH2:10][C:9]=2[NH:17][N:16]=1)=[O:18])[CH3:2]. Procedure: To a solution of 3-(2-chlorocyclohept-1-enyl)-2-diazo-3-oxopropionic acid ethyl ester (1 g) in 1,4-dioxan (20 ml) was added a solution of tri-n-butylphosphine (1 ml) in 1,4-dioxan (10 ml). On completion of the addition the reaction mixture was stirred at room temperature for 30 minutes then heated to reflux for 2 h. The solvent was evaporated under reduced pressure and the residue purified by chromatography using a gradient elution: CH2Cl2 (250 ml), CH2Cl2/MeOH 99:1 (250 ml), CH2Cl2/MeOH 98:2 (2... Starting materials: Cc1csc(Nc2cc(Oc3c(F)cccc3F)c(Br)cn2)n1, [Li]CCCC, C1CCOC1, [Li]C, CO, CC(C)OB(OC(C)C)OC(C)C, [Na+], [OH-], OO. The product is Cc1csc(Nc2cc(Oc3c(F)cccc3F)c(O)cn2)n1. Reaction SMILES: [Br:1][c:2]1[c:3]([O:15][c:16]2[c:17]([F:23])[cH:18][cH:19][cH:20][c:21]2[F:22])[cH:4][c:5]([NH:8][c:9]2[s:10][cH:11][c:12]([CH3:14])[n:13]2)[n:6][cH:7]1.[CH2:26]([Li:27])[CH2:28][CH2:29][CH3:30].[CH2:48]1[O:49][CH2:50][CH2:51][CH2:52]1.[CH3:24][Li:25].[CH3:53][OH:54].[CH:31]([O:34][B:32]([O:33][CH:35]([CH3:36])[CH3:37])[O:38][CH:39]([CH3:40])[CH3:41])([CH3:42])[CH3:43].[Na+:45].[OH-:44].[OH:46][OH:47]>>[c:2]1([OH:34])[c:3]([O:15][c:16]2[c:17]([F:23])[cH:18][cH:19][cH:20][c:21]2[F:22])[cH:4][c:5]([NH:8][c:9]2[s:10][cH:11][c:12]([CH3:14])[n:13]2)[n:6][cH:7]1.